Dataset: the Open Reaction Database (ORD), a public repository of structured organic reaction records. Task: describe an organic reaction: reactants, conditions, products, and yield Starting materials: [BH4-], CC(C)(C)OC(=O)N1CCC(N)C1, CO, O=Cc1ccc(Cl)cc1, [Na+]. The product is CC(C)(C)OC(=O)N1CCC(NCc2ccc(Cl)cc2)C1. Reaction SMILES: [BH4-:23].[C:1]([CH3:2])([CH3:3])([CH3:4])[O:5][C:6](=[O:7])[N:8]1[CH2:9][CH:10]([NH2:13])[CH2:11][CH2:12]1.[CH3:25][OH:26].[Cl:14][c:15]1[cH:16][cH:17][c:18]([CH:19]=[O:20])[cH:21][cH:22]1.[Na+:24]>>[C:1]([CH3:2])([CH3:3])([CH3:4])[O:5][C:6](=[O:7])[N:8]1[CH2:9][CH:10]([NH:13][CH2:19][c:18]2[cH:17][cH:16][c:15]([Cl:14])[cH:22][cH:21]2)[CH2:11][CH2:12]1. Starting materials: C(C)OC(NC1=NC=2C(=NC=C(C2)C2=CC=CC=C2)N1CC1=CC(=C(C=C1)OCC=1C=NC(=CC1)OC)OC)=O (ethyl(3-(3-methoxy-4-((6-methoxypyridin-3-yl)methoxy)benzyl)-6-phenyl-3H-imidazo[4,5-b]pyridin-2-yl)carbamate), [OH-].[K+] (potassium hydroxide). The product is COC=1C=C(CN2C(=NC=3C2=NC=C(C3)C3=CC=CC=C3)N)C=CC1OCC=1C=NC(=CC1)OC (3-(3-methoxy-4-((6-methoxypyridin-3-yl)methoxy)benzyl)-6-phenyl-3H-imidazo[4,5-b]pyridin-2-amine). The yield is 34.0%. Conditions: temperature 100 celsius, time 48 hour. RXN SMILES: C(OC(=O)[NH:5][C:6]1[N:20]([CH2:21][C:22]2[CH:27]=[CH:26][C:25]([O:28][CH2:29][C:30]3[CH:31]=[N:32][C:33]([O:36][CH3:37])=[CH:34][CH:35]=3)=[C:24]([O:38][CH3:39])[CH:23]=2)[C:9]2=[N:10][CH:11]=[C:12]([C:14]3[CH:19]=[CH:18][CH:17]=[CH:16][CH:15]=3)[CH:13]=[C:8]2[N:7]=1)C.[OH-].[K+]>C(O)CO.O>[CH3:39][O:38][C:24]1[CH:23]=[C:22]([CH:27]=[CH:26][C:25]=1[O:28][CH2:29][C:30]1[CH:31]=[N:32][C:33]([O:36][CH3:37])=[CH:34][CH:35]=1)[CH2:21][N:20]1[C:9]2=[N:10][CH:11]=[C:12]([C:14]3[CH:15]=[CH:16][CH:17]=[CH:18][CH:19]=3)[CH:13]=[C:8]2[N:7]=[C:6]1[NH2:5] |f:1.2|. Solvent: C(CO)O (ethylene glycol), O (water), O (water). Procedure: To a stirred solution of ethyl(3-(3-methoxy-4-((6-methoxypyridin-3-yl)methoxy)benzyl)-6-phenyl-3H-imidazo[4,5-b]pyridin-2-yl)carbamate (0.090 g, 0.17 mmol) in ethylene glycol (10 mL) and water (10 mL) was added potassium hydroxide (1.00 g, 17.82 mmol). The mixture was heated to 100° C. After 48 h, the mixture was allowed to cool to room temperature and was diluted with water (30 mL). The mixture was extracted with dichloromethane (3×10 mL). The combined organic phases were dried over sodium sulf... Starting materials: C(C)(=O)SCC(=O)N1[C@H](C(=O)O)CC(C1)=O (1-[2-(Acetylthio)-1-oxoethyl]-4-oxo-L-proline), N (ammonia). Reaction SMILES: C([S:4][CH2:5][C:6]([N:8]1[CH2:15][C:14](=[O:16])[CH2:13][C@H:9]1[C:10]([OH:12])=[O:11])=[O:7])(=O)C.N>>[SH:4][CH2:5][C:6]([N:8]1[CH2:15][C:14](=[O:16])[CH2:13][C@H:9]1[C:10]([OH:12])=[O:11])=[O:7]. Procedure details: The product from part (a) is hydrolyzed with concentrated ammonia according to the procedure of Example 2 to yield 1-(2-mercapto-1-oxoethyl)-4-oxo-L-proline. Product: SCC(=O)N1[C@H](C(=O)O)CC(C1)=O (1-(2-mercapto-1-oxoethyl)-4-oxo-L-proline). The reactants are FC1=C(C(=O)O)C=CC(=N1)F (2,6-Difluoro-nicotinic acid), S(O)(O)(=O)=O (sulfuric acid), C([O-])([O-])=O.[K+].[K+] (potassium carbonate), O (water). The solvent is CO (methanol). The product is COC(C1=C(N=C(C=C1)F)F)=O (2,6-Difluoro-nicotinic acid methyl ester). As a reaction SMILES: [F:1][C:2]1[N:10]=[C:9]([F:11])[CH:8]=[CH:7][C:3]=1[C:4]([OH:6])=[O:5].S(=O)(=O)(O)O.O.[C:18](=O)([O-])[O-].[K+].[K+]>CO>[CH3:18][O:5][C:4](=[O:6])[C:3]1[CH:7]=[CH:8][C:9]([F:11])=[N:10][C:2]=1[F:1] |f:3.4.5|. Procedure: To 2,6-difluoro-nicotinic acid (59, 5.60 g, 0.0352 mol) in methanol (60.0 mL) was added concentrated sulfuric acid (1.0 mL, 0.019 mol). The reaction was heated to reflux overnight, then poured into water, basified with 1M potassium carbonate to pH around 9, and extracted with ethyl acetate. The organic layer was dried over anhydrous sodium sulfate and concentrated to give a yellow oil (60, 3.5 g, 57.0%).